From a dataset of the Open Reaction Database (ORD), a public repository of structured organic reaction records. describe an organic reaction: reactants, conditions, products, and yield The reactants are C(CC(=O)OCC1=CC=CC=C1)(=O)OCC1=CC=CC=C1 (dibenzyl malonate), [H-].[Na+] (sodium hydride), BrCCCN1C(C=2C(C1=O)=CC=CC2)=O (N-(3-bromopropyl)phthalimide). Solvent: C1CCOC1 (THF), C1CCOC1 (THF). Run at time 30 minute. Product: C(C1=CC=CC=C1)OC(C(C(=O)OCC1=CC=CC=C1)CCCN1C(C=2C(C1=O)=CC=CC2)=O)=O (Dibenzyl-2-(3-phthalimidopropyl)malonate). The yield is 52.8%. Reaction SMILES: [C:1]([O:14][CH2:15][C:16]1[CH:21]=[CH:20][CH:19]=[CH:18][CH:17]=1)(=[O:13])[CH2:2][C:3]([O:5][CH2:6][C:7]1[CH:12]=[CH:11][CH:10]=[CH:9][CH:8]=1)=[O:4].[H-].[Na+].Br[CH2:25][CH2:26][CH2:27][N:28]1[C:32](=[O:33])[C:31]2=[CH:34][CH:35]=[CH:36][CH:37]=[C:30]2[C:29]1=[O:38]>C1COCC1>[CH2:6]([O:5][C:3](=[O:4])[CH:2]([CH2:25][CH2:26][CH2:27][N:28]1[C:32](=[O:33])[C:31]2=[CH:34][CH:35]=[CH:36][CH:37]=[C:30]2[C:29]1=[O:38])[C:1]([O:14][CH2:15][C:16]1[CH:17]=[CH:18][CH:19]=[CH:20][CH:21]=1)=[O:13])[C:7]1[CH:12]=[CH:11][CH:10]=[CH:9][CH:8]=1 |f:1.2|. Procedure: A solution of dibenzyl malonate (20 g) in anhydrous THF (200 ml) was treated at 0° C. with sodium hydride (60% dispersion in mineral oil, 3.1 g). The mixture was allowed to warm to room temperature and stirred for 30 minutes under nitrogen. The mixture was then treated with a solution of N-(3-bromopropyl)phthalimide (20.5 g) in THF (100 ml) and heated at reflux for 12 hours. The reaction was then cooled, filtered, and the filtrate evaporated in vacuo. The residue was partitioned between ethyl ac... Reactants: CN (Methylamine), ClC=1C(=NC2=CC=CC=C2N1)C(=O)NC1=NN=NN1 (3-Chloro-N(1H-tetrazol-5-yl)-2-quinoxalinecarboxamide). Run in C(C)O (ethanol). The product is CNC=1C(=NC2=CC=CC=C2N1)C(=O)NC1=NN=NN1 (3-Methylamino-N(1H-tetrazol-5-yl)-2-quinoxalinecarboxamide). Reaction SMILES: [CH3:1][NH2:2].Cl[C:4]1[C:5]([C:14]([NH:16][C:17]2[NH:21][N:20]=[N:19][N:18]=2)=[O:15])=[N:6][C:7]2[C:12]([N:13]=1)=[CH:11][CH:10]=[CH:9][CH:8]=2>C(O)C>[CH3:1][NH:2][C:4]1[C:5]([C:14]([NH:16][C:17]2[NH:21][N:20]=[N:19][N:18]=2)=[O:15])=[N:6][C:7]2[C:12]([N:13]=1)=[CH:11][CH:10]=[CH:9][CH:8]=2. Reported procedure: Methylamine in ethanol (20 ml., 33%) and 3-chloro-N(1H-tetrazol-5-yl)-2-quinoxalinecarboxamide (Example 5) (2 g) were stirred together at room temperature for 8 hours. The yellow solid was collected and crystallised from ethanol and heated at 120° in a vacuum. It had m.p. 292° (d) (50%).